Dataset: the Open Reaction Database (ORD), a public repository of structured organic reaction records. Task: describe an organic reaction: reactants, conditions, products, and yield Reactants: ClS(=O)(=O)O (chlorosulfonic acid), 80-g, ClC=1SC=CC1 (2-chlorothiophene), ice, C(=O)=O.CC(=O)C (dry ice acetone). Reaction conditions: temperature 50 celsius, time 2 hour. Yields the product ClC1=CC=C(S1)S(=O)(=O)Cl (5-chloro-2-thienylsulfonyl chloride). Reaction SMILES: [Cl:1][C:2]1[S:3][CH:4]=[CH:5][CH:6]=1.C(=O)=O.CC(C)=O.[Cl:14][S:15](O)(=[O:17])=[O:16]>>[Cl:1][C:2]1[S:3][C:4]([S:15]([Cl:14])(=[O:17])=[O:16])=[CH:5][CH:6]=1 |f:1.2|. Reported procedure: An 80-g (0.68 mol) sample of 2-chlorothiophene was added dropwise to a cooled (dry ice/acetone bath, about -10° to -15° C.) and stirred solution of 160 g (1.38 mol) of chlorosulfonic acid. After the addition was completed, the reaction mixture was stirred at 50° C for 2hours, cooled, and then poured into 250 g of ice. The aqueous reaction mixture was extracted with methylene chloride. The methylene chloride extract was washed with saturated aqueous sodium bicarbonate solution, washed with water,...